Dataset: the Open Reaction Database (ORD), a public repository of structured organic reaction records. Task: describe an organic reaction: reactants, conditions, products, and yield Reactants: C(C)(C)(C)OC(=O)N1CCN(CC1)C=1C(=CC2=C(N(C(=N2)CC(=O)OCC)C2CC2)C1)F (Ethyl 6-[4-(tert-butoxycarbonyl)-1-piperazinyl]1-cyclopropyl-5-fluoro-2-benzimidazoleacetate), C(NN)(=O)OC(C)(C)C (tert.butyl carbazate). Run in N1=CC=CC=C1 (pyridine). Conditions: time 65 hour. Yields the product C(C)(C)(C)OC(=O)N1CCN(CC1)C=1C(=CC2=C(N(C(=N2)CC(=O)NNC(=O)OC(C)(C)C)C2CC2)C1)F (tert-butyl 3-[[6-[4-(tert-butoxycarbonyl)-1-piperazinyl]-1-cyclopropyl-5-fluoro-2-benzimidazolyl]acetyl]carbazate). RXN SMILES: [C:1]([O:5][C:6]([N:8]1[CH2:13][CH2:12][N:11]([C:14]2[C:15]([F:32])=[CH:16][C:17]3[N:21]=[C:20]([CH2:22][C:23](OCC)=[O:24])[N:19]([CH:28]4[CH2:30][CH2:29]4)[C:18]=3[CH:31]=2)[CH2:10][CH2:9]1)=[O:7])([CH3:4])([CH3:3])[CH3:2].[C:33]([O:37][C:38]([CH3:41])([CH3:40])[CH3:39])(=[O:36])[NH:34][NH2:35]>N1C=CC=CC=1>[C:1]([O:5][C:6]([N:8]1[CH2:9][CH2:10][N:11]([C:14]2[C:15]([F:32])=[CH:16][C:17]3[N:21]=[C:20]([CH2:22][C:23]([NH:35][NH:34][C:33]([O:37][C:38]([CH3:41])([CH3:40])[CH3:39])=[O:36])=[O:24])[N:19]([CH:28]4[CH2:29][CH2:30]4)[C:18]=3[CH:31]=2)[CH2:12][CH2:13]1)=[O:7])([CH3:2])([CH3:4])[CH3:3]. Procedure details: Ethyl 6-[4-(tert-butoxycarbonyl)-1-piperazinyl]1-cyclopropyl-5-fluoro-2-benzimidazoleacetate (1.8 g, 4 mmol; from Example 2d) and tert.butyl carbazate (21 g, 16 mmol) are dissolved in pyridine (40 ml) and stirred at 115° under argon for 65 hours. The reaction solution is concentrated and triturated with 50 ml of ether. The separated product is filtered off under suction and dried. There is obtained tert-butyl 3-[[6-[4-(tert-butoxycarbonyl)-1-piperazinyl]-1-cyclopropyl-5-fluoro-2-benzimidazolyl]a... Reactants: Cl.C(C)OC(=O)N1CCN(CC1)CC(O)C1=CC=C(C=C1)F (1-ethoxycarbonyl-4-[2-(4-fluorophenyl)-2-hydroxyethyl]piperazine hydrochloride), S(=O)(Cl)Cl (thionyl chloride). Run in C1=CC=CC=C1 (benzene). Conditions: temperature 50 celsius. The product is Cl.C(C)OC(=O)N1CCN(CC1)CC(C1=CC=C(C=C1)F)Cl (1-ethoxycarbonyl-4-[2-chloro-2-(4-fluorophenyl)ethyl]-piperazine hydrochloride). Reaction SMILES: [ClH:1].[CH2:2]([O:4][C:5]([N:7]1[CH2:12][CH2:11][N:10]([CH2:13][CH:14]([C:16]2[CH:21]=[CH:20][C:19]([F:22])=[CH:18][CH:17]=2)O)[CH2:9][CH2:8]1)=[O:6])[CH3:3].S(Cl)([Cl:25])=O>C1C=CC=CC=1>[ClH:25].[CH2:2]([O:4][C:5]([N:7]1[CH2:12][CH2:11][N:10]([CH2:13][CH:14]([Cl:1])[C:16]2[CH:21]=[CH:20][C:19]([F:22])=[CH:18][CH:17]=2)[CH2:9][CH2:8]1)=[O:6])[CH3:3] |f:0.1,4.5|. Reported procedure: To 8.3 g of 1-ethoxycarbonyl-4-[2-(4-fluorophenyl)-2-hydroxyethyl]piperazine hydrochloride were added 20 ml of benzene and 2.5 ml of thionyl chloride, followed by heating at 50° C. for 10 minutes. The reaction solution was concentrated under reduced pressure, 25% aqueous ammonia solution and water were poured, followed by extraction with ethyl acetate. The organic layer was dried over anhydrous sodium sulfate and, after removal of the drying agent by filtration, the filtrate was concentrated und... Yield: 81.0%. The reagents and catalysts are [Cu]Br (copper (I) bromide). Procedure details: Under a nitrogen atmosphere in a flame-dried flask, sodium hydride (72 mg, 1.79 mmol, 60% oil dispersion) was washed with hexanes and then treated with 6 mL of anhydrous DMF, and cooled to 0° C. Thiomorpholin-3-one (200 mg, 1.71 mmol) was added in one portion with stirring. After gas evolution had stopped (ca. 30 min), 4-iodo-1,2-dichlorobenzene (700 mg, 2.56 mmol) was added, followed after 5 minutes by copper (I) bromide (490 mg, 3.42 mmol). After heating at 75° C. overnight, the mixture was pa... As a reaction SMILES: [H-].[Na+].[NH:3]1[CH2:8][CH2:7][S:6][CH2:5][C:4]1=[O:9].I[C:11]1[CH:16]=[CH:15][C:14]([Cl:17])=[C:13]([Cl:18])[CH:12]=1>[Cu]Br.CN(C=O)C>[Cl:17][C:14]1[CH:15]=[C:16]([N:3]2[CH2:8][CH2:7][S:6][CH2:5][C:4]2=[O:9])[CH:11]=[CH:12][C:13]=1[Cl:18] |f:0.1|. Run in hexanes, CN(C)C=O (DMF). The reactants are IC1=CC(=C(C=C1)Cl)Cl (4-iodo-1,2-dichlorobenzene), N1C(CSCC1)=O (Thiomorpholin-3-one), [H-].[Na+] (sodium hydride). Product: ClC=1C=C(C=CC1Cl)N1C(CSCC1)=O (4-(3,4-Dichlorophenyl)-thiomorpholin-3-one). Run at temperature 0 celsius. Starting materials: NC1=C(NC)C=CC=C1OC (2-amino-3-methoxy-N-methylaniline), C(C)(=O)O (acetic acid). Solvent: Cl (hydrochloric acid). The product is CN1C(=NC2=C1C=CC=C2OC)C (1,2-dimethyl-4-methoxy-lH-benzimidazole). Yield: 87.5%. RXN SMILES: [NH2:1][C:2]1[C:9]([O:10][CH3:11])=[CH:8][CH:7]=[CH:6][C:3]=1[NH:4][CH3:5].[C:12](O)(=O)[CH3:13]>Cl>[CH3:5][N:4]1[C:3]2[CH:6]=[CH:7][CH:8]=[C:9]([O:10][CH3:11])[C:2]=2[N:1]=[C:12]1[CH3:13]. Reported procedure: A suspension of 2-amino-3-methoxy-N-methylaniline (671 mg) and acetic acid (265 mg) in 4N hydrochloric acid (3.5 ml) was refluxed for 10 hours. Insoluble material was filtered off, and the filtrate was adjusted to pH 7 with saturated sodium bicarbonate solution, and extracted with dichloromethane. The organic layers were combined, washed with brine, dried over magnesium sulfate and evaporated in vacuo. The residue was purified by silica gel flash chromatography (dichloromethane:methanol=40:1, v/...